From a dataset of the Open Reaction Database (ORD), a public repository of structured organic reaction records. describe an organic reaction: reactants, conditions, products, and yield Reactants: CC(C)COC(=O)C(=O)CC(C)C, Nc1ccc(Cl)c(Cl)c1. The product is CC(C)COC(=O)C(CC(C)C)Nc1ccc(Cl)c(Cl)c1. As a reaction SMILES: [CH3:10][CH:11]([CH2:12][C:13]([C:14](=[O:15])[O:16][CH2:17][CH:18]([CH3:19])[CH3:20])=[O:21])[CH3:22].[NH2:1][c:2]1[cH:3][cH:4][c:5]([Cl:6])[c:7]([Cl:8])[cH:9]1>>[NH:1]([c:2]1[cH:3][cH:4][c:5]([Cl:6])[c:7]([Cl:8])[cH:9]1)[CH:13]([CH2:12][CH:11]([CH3:10])[CH3:22])[C:14](=[O:15])[O:16][CH2:17][CH:18]([CH3:19])[CH3:20]. The reactants are CC1=NNC(=C1)C (3,5-dimethyl-1H-pyrazole), C(=O)([O-])[O-].[K+].[K+] (K2CO3), BrCC(=O)OCC (ethyl 2-bromoacetate). Run in CC(=O)C (acetone). Run at temperature 0 celsius. Yields the product CC1=NN(C(=C1)C)CC(=O)OCC (ethyl 2-(3,5-dimethyl-1H-pyrazol-1-yl)acetate). The yield is 42.2%. Reaction SMILES: [CH3:1][C:2]1[CH:6]=[C:5]([CH3:7])[NH:4][N:3]=1.C([O-])([O-])=O.[K+].[K+].Br[CH2:15][C:16]([O:18][CH2:19][CH3:20])=[O:17]>CC(C)=O>[CH3:1][C:2]1[CH:6]=[C:5]([CH3:7])[N:4]([CH2:15][C:16]([O:18][CH2:19][CH3:20])=[O:17])[N:3]=1 |f:1.2.3|. Reported procedure: A mixture of 3,5-dimethyl-1H-pyrazole (Aldrich, 10 g, 104 mmol), K2CO3 (43.1 g, 312 mmol), and ethyl 2-bromoacetate (12.69 mL, 114 mmol) in acetone (100 mL) was refluxed overnight. The salts were removed by filtration and the filtrate was evaporated under reduced pressure. The residue was dissolved in diethyl ether and the organic phase was dried over anhydrous sodium sulfate, filtered and evaporated under reduced pressure. The oily residue was dissolved in hot hexane and the insoluble material ... Reactants: C(Cl)(Cl)Cl (chloroform), C(C)(C)(C)O[C@H]1C=C[C@H](C1)OC(C)=O ((-)-acetic acid cis-4-tert-butyloxy-cyclopent-2-enyl ester), O (water), O.[OH-].[Li+] (lithium hydroxide monohydrate). The solvent is C1CCOC1.CO.O (THF methanol water). Reaction conditions: time 2 hour. Yields the product C(C)(C)(C)O[C@H]1C=C[C@H](C1)O ((+)-cis-4-tert-butyloxy-cyclopent-2-enol). Isolated yield 101.0%. As a reaction SMILES: [C:1]([O:5][C@@H:6]1[CH2:10][C@H:9]([O:11]C(=O)C)[CH:8]=[CH:7]1)([CH3:4])([CH3:3])[CH3:2].O.[OH-].[Li+].O.C(Cl)(Cl)Cl>C1COCC1.CO.O>[C:1]([O:5][C@@H:6]1[CH2:10][C@H:9]([OH:11])[CH:8]=[CH:7]1)([CH3:4])([CH3:2])[CH3:3] |f:1.2.3,6.7.8|. Procedure: Dissolve (-)-acetic acid cis-4-tert-butyloxy-cyclopent-2-enyl ester (90 mg, 0.45 mmol, prepared in example 14) in THF/methanol/water (1.5/0.5/0.5 mL). Add lithium hydroxide monohydrate (23.7 mg) with stirring. After stirring for about 2 hours at room temperature, dilute the reaction with water (10 mL) and extract with tert-butyl methyl ether. Combine the organic phases, dry over anhydrous magnesium sulfate, filter and concentrate under vacuum. Purify the residue by flash chromatography (silica g... Reactants: CO (MeOH), CO (MeOH), C(#N)C1=CC=C(C=C1)C1=CC(=C(C=C1)OC)COCC1(CCN(CC1)C(=O)OC(C)(C)C)C1=CC=CC=C1 (tert-Butyl 4-(((4′-cyano-4-methoxybiphenyl-3-yl)methoxy)methyl)-4-phenylpiperidine-1-carboxylate). Run in FC(C(=O)O)(F)F (trifluoroacetic acid), ClCCl (dichloromethane). Conditions: time 45 minute. Product: COC1=C(C=C(C=C1)C1=CC=C(C=C1)C#N)COCC1(CCNCC1)C1=CC=CC=C1 (4′-Methoxy-3′-(((4-phenylpiperidin-4-yl)methoxy)methyl)biphenyl-4-carbonitrile). Reaction SMILES: [C:1]([C:3]1[CH:8]=[CH:7][C:6]([C:9]2[CH:14]=[CH:13][C:12]([O:15][CH3:16])=[C:11]([CH2:17][O:18][CH2:19][C:20]3([C:33]4[CH:38]=[CH:37][CH:36]=[CH:35][CH:34]=4)[CH2:25][CH2:24][N:23](C(OC(C)(C)C)=O)[CH2:22][CH2:21]3)[CH:10]=2)=[CH:5][CH:4]=1)#[N:2].CO>ClCCl.FC(F)(F)C(O)=O>[CH3:16][O:15][C:12]1[CH:13]=[CH:14][C:9]([C:6]2[CH:5]=[CH:4][C:3]([C:1]#[N:2])=[CH:8][CH:7]=2)=[CH:10][C:11]=1[CH2:17][O:18][CH2:19][C:20]1([C:33]2[CH:38]=[CH:37][CH:36]=[CH:35][CH:34]=2)[CH2:25][CH2:24][NH:23][CH2:22][CH2:21]1. Procedure details: tert-Butyl 4-(((4′-cyano-4-methoxybiphenyl-3-yl)methoxy)methyl)-4-phenylpiperidine-1-carboxylate (47 mg, 0.092 mmol) was dissolved in dichloromethane (2 mL) and trifluoroacetic acid (1 mL). The reaction was stirred for 45 min and concentrated. The residue was dissolved in methanol and loaded onto an strong cation exchange cartridge. The cartridge was flushed with plenty of methanol which was discarded. The product was then eluted using 2 M ammonia in methanol. The solvent was evaporated to give ... Reactants: COS(=O)(=O)OC, CN(C)C=O, [H-], [Na+], ON=C1Oc2ccccc2C1=NO, O. The product is CON=C1C(=NO)Oc2ccccc21. As a reaction SMILES: [CH3:16][O:17][S:18]([O:19][CH3:20])(=[O:21])=[O:22].[CH3:24][N:25]([CH3:26])[CH:27]=[O:28].[H-:14].[Na+:15].[O:1]1[C:2](=[N:12][OH:13])[C:3](=[N:10][OH:11])[c:4]2[c:5]1[cH:6][cH:7][cH:8][cH:9]2.[OH2:23]>>[O:1]1[C:2](=[N:12][OH:13])[C:3](=[N:10][O:11][CH3:16])[c:4]2[c:5]1[cH:6][cH:7][cH:8][cH:9]2. The reactants are CC(C)(C)c1ccc(CCN)cc1, Clc1ccnc2cccnc12, [NH4+], [OH-], O. Product: CC(C)(C)c1ccc(CCNc2ccnc3cccnc23)cc1. RXN SMILES: [C:12]([CH3:13])([CH3:14])([CH3:15])[c:16]1[cH:17][cH:18][c:19]([CH2:22][CH2:23][NH2:24])[cH:20][cH:21]1.[Cl:1][c:2]1[cH:3][cH:4][n:5][c:6]2[cH:7][cH:8][cH:9][n:10][c:11]12.[NH4+:25].[OH-:26].[OH2:27]>>[c:2]1([NH:24][CH2:23][CH2:22][c:19]2[cH:18][cH:17][c:16]([C:12]([CH3:13])([CH3:14])[CH3:15])[cH:21][cH:20]2)[cH:3][cH:4][n:5][c:6]2[cH:7][cH:8][cH:9][n:10][c:11]12. Reactants: CC(=O)OC(C)=O, O=CO, CCOC(=O)c1cn(N)c2cc(-n3cccc3)c(F)cc2c1=O. Yields the product CCOC(=O)c1cn(NC=O)c2cc(-n3cccc3)c(F)cc2c1=O. Reaction SMILES: [CH3:24][C:25](=[O:26])[O:27][C:28](=[O:29])[CH3:30].[CH:31]([OH:32])=[O:33].[F:1][c:2]1[cH:3][c:4]2[c:5](=[O:23])[c:6]([C:18](=[O:19])[O:20][CH2:21][CH3:22])[cH:7][n:8]([NH2:17])[c:9]2[cH:10][c:11]1-[n:12]1[cH:13][cH:14][cH:15][cH:16]1>>[F:1][c:2]1[cH:3][c:4]2[c:5](=[O:23])[c:6]([C:18](=[O:19])[O:20][CH2:21][CH3:22])[cH:7][n:8]([NH:17][CH:25]=[O:26])[c:9]2[cH:10][c:11]1-[n:12]1[cH:13][cH:14][cH:15][cH:16]1.